Dataset: the Open Reaction Database (ORD), a public repository of structured organic reaction records. Task: describe an organic reaction: reactants, conditions, products, and yield The reactants are C([O-])(O)=O.[Na+] (sodium bicarbonate), FC\1(CCN(C2=C(/C1=C/C(=O)O)C=CC=C2)C(=O)C=2C=NN(C2C(F)(F)F)C2=CC=CC=C2)F ((Z)-[4,4-difluoro-1-(1-phenyl-5-trifluoromethyl-1H-pyrazole-4-carbonyl)-2,3,4,5-tetrahydro-1H-1-benzoazepin-5-ylidene]acetic acid), ON1N=NC2=C1C=CC=C2 (1-hydroxybenzotriazole), Cl.C(C)N=C=NCCCN(C)C (1-ethyl-3-(3-dimethylaminopropyl)carbodiimide monohydrochloride), CN1CCNCC1 (1-methylpiperazine). Run in O1CCCC1 (tetrahydrofuran). Run at time 18 hour. The product is Cl.FC\1(CCN(C2=C(/C1=C/C(=O)N1CCN(CC1)C)C=CC=C2)C(=O)C=2C=NN(C2C(F)(F)F)C2=CC=CC=C2)F ((Z)-4,4-difluoro-5-[2-(4-methylpiperazin-1-yl)-2-oxoethylidene]-1-(1-phenyl-5-trifluoromethyl-1H-pyrazole-4-carbonyl)-2,3,4,5-tetrahydro-1H-1-benzoazepine monohydrochloride). The yield is 76.1%. Reaction SMILES: [F:1][C:2]1([F:34])[CH2:3][CH2:4][N:5]([C:17]([C:19]2[CH:20]=[N:21][N:22](C3C=CC=CC=3)[C:23]=2[C:24]([F:27])([F:26])[F:25])=[O:18])[C:6]2[CH:16]=[CH:15][CH:14]=[CH:13][C:7]=2/[C:8]/1=[CH:9]/[C:10]([OH:12])=O.ON1[C:40]2[CH:41]=[CH:42][CH:43]=[CH:44][C:39]=2N=N1.[ClH:45].C(N=C=NCCCN(C)C)C.[CH3:57][N:58]1[CH2:63][CH2:62][NH:61][CH2:60][CH2:59]1.C(=O)(O)[O-].[Na+]>O1CCCC1>[ClH:45].[F:34][C:2]1([F:1])[CH2:3][CH2:4][N:5]([C:17]([C:19]2[CH:20]=[N:21][N:22]([C:39]3[CH:44]=[CH:43][CH:42]=[CH:41][CH:40]=3)[C:23]=2[C:24]([F:26])([F:27])[F:25])=[O:18])[C:6]2[CH:16]=[CH:15][CH:14]=[CH:13][C:7]=2/[C:8]/1=[CH:9]/[C:10]([N:61]1[CH2:62][CH2:63][N:58]([CH3:57])[CH2:59][CH2:60]1)=[O:12] |f:2.3,5.6,8.9|. Procedure details: To a solution of 200 mg of (Z)-[4,4-difluoro-1-(1-phenyl-5-trifluoromethyl-1H-pyrazole-4-carbonyl)-2,3,4,5-tetrahydro-1H-1-benzoazepin-5-ylidene]acetic acid in 20 ml of tetrahydrofuran were added 90 mg of 1-hydroxybenzotriazole, 130 mg of 1-ethyl-3-(3-dimethylaminopropyl)carbodiimide monohydrochloride and 60 mg of 1-methylpiperazine, and the mixture was stirred at room temperature for 18 hours. A saturated aqueous solution of sodium bicarbonate was added to the reaction solution, followed by ext... As a reaction SMILES: [CH2:5]([CH3:6])[O:7][C:8]([c:9]1[cH:10][c:11]([C:16]2=[C:17]([c:21]3[c:22]([O:31][CH2:32][c:33]4[cH:34][cH:35][c:36]([F:39])[cH:37][cH:38]4)[cH:23][cH:24][c:25]([C:27]([F:28])([F:29])[F:30])[cH:26]3)[CH2:18][CH2:19][CH2:20]2)[cH:12][cH:13][c:14]1[NH2:15])=[O:40].[CH3:1][C:2]([Cl:3])=[O:4]>>[CH3:1][C:2](=[O:4])[NH:15][c:14]1[c:9]([C:8]([O:7][CH2:5][CH3:6])=[O:40])[cH:10][c:11]([C:16]2=[C:17]([c:21]3[c:22]([O:31][CH2:32][c:33]4[cH:34][cH:35][c:36]([F:39])[cH:37][cH:38]4)[cH:23][cH:24][c:25]([C:27]([F:28])([F:29])[F:30])[cH:26]3)[CH2:18][CH2:19][CH2:20]2)[cH:12][cH:13]1. Starting materials: CCOC(=O)c1cc(C2=C(c3cc(C(F)(F)F)ccc3OCc3ccc(F)cc3)CCC2)ccc1N, CC(=O)Cl. The product is CCOC(=O)c1cc(C2=C(c3cc(C(F)(F)F)ccc3OCc3ccc(F)cc3)CCC2)ccc1NC(C)=O.